From a dataset of the Open Reaction Database (ORD), a public repository of structured organic reaction records. describe an organic reaction: reactants, conditions, products, and yield Starting materials: C1(=CC=CC=C1)CCN (2-phenylethylamine), C(=O)([O-])[O-].[K+].[K+] (K2CO3), BrCCC=C (4-bromo-1-butene). Reaction conditions: time 8 hour. Product: C(CC=C)NCCC1=CC=CC=C1 (But-3-enyl-phenethyl-amine). Isolated yield 61.7%. As a reaction SMILES: [C:1]1([CH2:7][CH2:8][NH2:9])[CH:6]=[CH:5][CH:4]=[CH:3][CH:2]=1.C([O-])([O-])=O.[K+].[K+].Br[CH2:17][CH2:18][CH:19]=[CH2:20]>>[CH2:20]([NH:9][CH2:8][CH2:7][C:1]1[CH:6]=[CH:5][CH:4]=[CH:3][CH:2]=1)[CH2:19][CH:18]=[CH2:17] |f:1.2.3|. Procedure: To a solution of 2-phenylethylamine (72 mL, 570 mmol) is added K2CO3 (82 g, 570 mmol) and 4-bromo-1-butene (25 g, 185 mmol). The solution is stirred overnight at room temperature. The solution is evaporated to dryness and H2O/EtOAc (1:1) (600 mL) is added. The mixture is extracted with EtOAc (4×150 mL). The organic extracts are combined, dried and concentrated under vacuum. The residue is purified by flash chromatography (silica gel; Hexane/EtOAc 1:8) to provide 20 g (62%) of the title compound.... Product: OC[C@@H](C)NCC(=O)NC1=CC(=CC=C1)[N+](=O)[O-] (N2-[(1R)-2-hydroxy-1-methylethyl]-N1-(3-nitrophenyl)glycinamide). Reaction conditions: time 30 minute. Procedure details: 3-Nitroaniline (5.0 g, 36.2 mmol) was combined with EtOAc (50 mL) and 20% aq potassium bicarbonate (25 mL). The biphasic mixture was cooled to 0° C. (ice water bath) and treated with chloroacetyl chloride (2.9 mL, 36.2 mmol) dropwise over 30 min. The reaction mixture was warmed up to room temperature and stirred for 30 min. The reaction mixture was followed up by HPLC. The aqueous layer was removed. The organic layer was combined with (2R)-2-amino-1-propanol (8.5 mL, 108.6 mmol), heated to 60° C... Solvent: CCOC(=O)C (EtOAc), O (Water). As a reaction SMILES: [N+:1]([C:4]1[CH:5]=[C:6]([CH:8]=[CH:9][CH:10]=1)[NH2:7])([O-:3])=[O:2].C(=O)(O)[O-].[K+].Cl[CH2:17][C:18](Cl)=[O:19].[NH2:21][C@H:22]([CH3:25])[CH2:23][OH:24]>O.CCOC(C)=O>[OH:24][CH2:23][C@H:22]([NH:21][CH2:17][C:18]([NH:7][C:6]1[CH:8]=[CH:9][CH:10]=[C:4]([N+:1]([O-:3])=[O:2])[CH:5]=1)=[O:19])[CH3:25] |f:1.2|. Isolated yield 61.6%. The reactants are N[C@@H](CO)C ((2R)-2-amino-1-propanol), [N+](=O)([O-])C=1C=C(N)C=CC1 (3-Nitroaniline), ClCC(=O)Cl (chloroacetyl chloride), C([O-])(O)=O.[K+] (potassium bicarbonate), ice water. Reactants: C(C)C=1N=C(N2N=C(NC(C21)=O)C2=CC=CC=C2)C2CCNCC2 (5-ethyl-2-phenyl-7-(4-piperidinyl)imidazo[5,1-f][1,2,4]triazin-4(3H)-one), C(C1=CC=CC=C1)(=O)Cl (benzoyl chloride). The product is C(C1=CC=CC=C1)(=O)N1CCC(CC1)C1=NC(=C2C(NC(=NN21)C2=CC=CC=C2)=O)CC (7-(1-Benzoyl-4-piperidinyl)-5-ethyl-2-phenylimidazo[5,1-f][1,2,4]triazin-4(3H)-one). Reaction SMILES: [CH2:1]([C:3]1[N:4]=[C:5]([CH:19]2[CH2:24][CH2:23][NH:22][CH2:21][CH2:20]2)[N:6]2[C:11]=1[C:10](=[O:12])[NH:9][C:8]([C:13]1[CH:18]=[CH:17][CH:16]=[CH:15][CH:14]=1)=[N:7]2)[CH3:2].[C:25](Cl)(=[O:32])[C:26]1[CH:31]=[CH:30][CH:29]=[CH:28][CH:27]=1>>[C:25]([N:22]1[CH2:23][CH2:24][CH:19]([C:5]2[N:6]3[C:11]([C:10](=[O:12])[NH:9][C:8]([C:13]4[CH:18]=[CH:17][CH:16]=[CH:15][CH:14]=4)=[N:7]3)=[C:3]([CH2:1][CH3:2])[N:4]=2)[CH2:20][CH2:21]1)(=[O:32])[C:26]1[CH:31]=[CH:30][CH:29]=[CH:28][CH:27]=1. Reported procedure: In analogy to the procedure for Example 103 Step (b), 30 mg (0.09 mmol) 5-ethyl-2-phenyl-7-(4-piperidinyl)imidazo[5,1-f][1,2,4]triazin-4(3H)-one, 14 mg (0.10 mmol) benzoyl chloride are stirred at room temperature overnight, proportionate amounts of the solvents are used. The solvent is CN(C=O)C (dimethylformamide), CN(C=O)C (dimethylformamide). Product: [Si](C)(C)(C(C)(C)C)OCC1C=C(CC1CO[Si](C)(C)C(C)(C)C)CN1C(NC(C(=C1SC1=CC=CC=C1)CC)=O)=O (1-{[3,4-di(t-butyldimethylsilyloxymethyl)cyclopent-1-en-1-yl]methyl}-5-ethyl-6-phenylthio-2,4-pyrimidinedione). As a reaction SMILES: [CH2:1]([C:3]1[C:4](=[O:17])[NH:5][C:6](=[O:16])[NH:7][C:8]=1[S:9][C:10]1[CH:15]=[CH:14][CH:13]=[CH:12][CH:11]=1)[CH3:2].[Si:18]([O:25][CH2:26][CH:27]1[CH:31]([CH2:32][O:33][Si:34]([C:37]([CH3:40])([CH3:39])[CH3:38])([CH3:36])[CH3:35])[CH2:30][C:29]([CH2:41]Br)=[CH:28]1)([C:21]([CH3:24])([CH3:23])[CH3:22])([CH3:20])[CH3:19].C(=O)(O)[O-].[Na+]>CN(C)C=O>[Si:18]([O:25][CH2:26][CH:27]1[CH:31]([CH2:32][O:33][Si:34]([C:37]([CH3:40])([CH3:39])[CH3:38])([CH3:35])[CH3:36])[CH2:30][C:29]([CH2:41][N:7]2[C:8]([S:9][C:10]3[CH:11]=[CH:12][CH:13]=[CH:14][CH:15]=3)=[C:3]([CH2:1][CH3:2])[C:4](=[O:17])[NH:5][C:6]2=[O:16])=[CH:28]1)([C:21]([CH3:24])([CH3:23])[CH3:22])([CH3:20])[CH3:19] |f:2.3|. Procedure details: A mixture of 5-ethyl-6-phenylthio-2,4-pyrimidinedione (0.16 g, 0.66 mmol) and [3,4-di(t-butyldimethylsilyloxymethyl)cyclopent-1-en-1-yl]methyl bromide (0.30 g, 0.66 mmol) in dimethylformamide (10 ml) were heated at 50° C. for overnight in the presence of sodium bicarbonate (66 mg, 0.79 mmol). After the concentration of dimethylformamide, 1-{[3,4-di(t-butyldimethylsilyloxymethyl)cyclopent-1-en-1-yl]methyl}-5-ethyl-6-phenylthio-2,4-pyrimidinedione was obtained by the separation of the column chrom... Starting materials: C(C)C=1C(NC(NC1SC1=CC=CC=C1)=O)=O (5-ethyl-6-phenylthio-2,4-pyrimidinedione), [Si](C)(C)(C(C)(C)C)OCC1C=C(CC1CO[Si](C)(C)C(C)(C)C)CBr ([3,4-di(t-butyldimethylsilyloxymethyl)cyclopent-1-en-1-yl]methyl bromide), C([O-])(O)=O.[Na+] (sodium bicarbonate). Starting materials: C(C1=CC=CC=C1)OC([C@@H](NC([C@@H](NC([C@@H](NC([C@@H](NC([C@@H](NC(=O)OCC1C2=CC=CC=C2C=2C=CC=CC12)CC(OC(C)(C)C)=O)=O)CCC(OC(C)(C)C)=O)=O)CC1=C(C=CC=C1)C)=O)C(C)(C)C)=O)CC(C)C)=O (N-[N-[N-[N-[N-[(9-fluorenyl)methoxycarbonyl] O-tert-butyl-L-α-aspartyl]-O-tert-butyl-L-α-glutamyl]-2-methyl-L-phenylalanyl]-3-methyl-L-valyl]-L-leucine benzyl ester). The solvent is N1CCCCC1 (piperidine), ClCCl (dichloromethane). The product is C(C1=CC=CC=C1)OC([C@@H](NC([C@@H](NC([C@@H](NC([C@@H](NC([C@@H](N)CC(OC(C)(C)C)=O)=O)CCC(OC(C)(C)C)=O)=O)CC1=C(C=CC=C1)C)=O)C(C)(C)C)=O)CC(C)C)=O (N-[N-[O-tert-butyl-L-α-aspartyl]-O-tert-butyl-L-α-glutamyl-2-methyl-L-phenylalanyl]-3-methyl-L-valyl-L-leucine benzyl ester). As a reaction SMILES: [CH2:1]([O:8][C:9](=[O:78])[C@H:10]([CH2:74][CH:75]([CH3:77])[CH3:76])[NH:11][C:12](=[O:73])[C@H:13]([C:69]([CH3:72])([CH3:71])[CH3:70])[NH:14][C:15](=[O:68])[C@H:16]([CH2:60][C:61]1[CH:66]=[CH:65][CH:64]=[CH:63][C:62]=1[CH3:67])[NH:17][C:18](=[O:59])[C@H:19]([CH2:50][CH2:51][C:52](=[O:58])[O:53][C:54]([CH3:57])([CH3:56])[CH3:55])[NH:20][C:21](=[O:49])[C@H:22]([CH2:41][C:42](=[O:48])[O:43][C:44]([CH3:47])([CH3:46])[CH3:45])[NH:23]C(OCC1C2C=CC=CC=2C2C1=CC=CC=2)=O)[C:2]1[CH:7]=[CH:6][CH:5]=[CH:4][CH:3]=1>N1CCCCC1.ClCCl>[CH2:1]([O:8][C:9](=[O:78])[C@H:10]([CH2:74][CH:75]([CH3:76])[CH3:77])[NH:11][C:12](=[O:73])[C@H:13]([C:69]([CH3:72])([CH3:71])[CH3:70])[NH:14][C:15](=[O:68])[C@H:16]([CH2:60][C:61]1[CH:66]=[CH:65][CH:64]=[CH:63][C:62]=1[CH3:67])[NH:17][C:18](=[O:59])[C@H:19]([CH2:50][CH2:51][C:52](=[O:58])[O:53][C:54]([CH3:55])([CH3:56])[CH3:57])[NH:20][C:21](=[O:49])[C@H:22]([CH2:41][C:42](=[O:48])[O:43][C:44]([CH3:45])([CH3:46])[CH3:47])[NH2:23])[C:2]1[CH:7]=[CH:6][CH:5]=[CH:4][CH:3]=1. Reported procedure: A solution of 10.088 g (9.4 mmol) of N-[N-[N-[N-[N-[(9-fluorenyl)methoxycarbonyl] O-tert-butyl-L-α-aspartyl]-O-tert-butyl-L-α-glutamyl]-2-methyl-L-phenylalanyl]-3-methyl-L-valyl]-L-leucine benzyl ester in 30 ml of piperidine and 120 ml of dichloromethane was stirred for 30 minutes at room temperature. The solvent was removed by evaporation and the residue was chromatographed on silica gel using firstly 20% ethyl acetate in hexane and then 10% methanol in dichloromethane for the elution. Evaporat... Reactants: CC1=C(N2[C@@H]([C@@H](C2=O)NC(=O)[C@@H](C=3C=CC(=CC3)O)N)SC1)C(=O)O.CN(C)C=O (Cefadroxil DMF), Cl (HCl), C (Charcoal). Run in O (water). Conditions: time 30 minute. Yields the product CC1=C(N2[C@@H]([C@@H](C2=O)NC(=O)[C@@H](C3=CC=C(C=C3)O)N)SC1)C(=O)O.O (Cefadroxil Monohydrate). Isolated yield 76.0%. Reaction SMILES: [CH3:1][C:2]1[CH2:22][S:21][C@@H:5]2[C@H:6]([NH:9][C:10]([C@H:12]([NH2:20])[C:13]3[CH:14]=[CH:15][C:16]([OH:19])=[CH:17][CH:18]=3)=[O:11])[C:7](=[O:8])[N:4]2[C:3]=1[C:23]([OH:25])=[O:24].CN(C=[O:30])C.Cl.C>O>[CH3:1][C:2]1[CH2:22][S:21][C@@H:5]2[C@H:6]([NH:9][C:10]([C@H:12]([NH2:20])[C:13]3[CH:18]=[CH:17][C:16]([OH:19])=[CH:15][CH:14]=3)=[O:11])[C:7](=[O:8])[N:4]2[C:3]=1[C:23]([OH:25])=[O:24].[OH2:30] |f:0.1,5.6|. Reported procedure: Cefadroxil DMF solvate (50 g.; ~0.105 mole) was dissolved in 150 ml. water and 8.8 ml. HCl (36%). Charcoal (2.7 g.) and Celite (1.35 g.) were then added. After 30 minutes of stirring, the mixture was filtered through a Celite pad and washed with water. The filtered solution was heated to 40° and the pH adjusted to 2.5 with triethylamine. The mixture was then seeded with crystals of cefadroxil monohydrate and the pH adjusted to 4.5 with triethylamine. The suspension was stirred for one hour at 50...